The task is: describe an organic reaction: reactants, conditions, products, and yield. This data is from the Open Reaction Database (ORD), a public repository of structured organic reaction records. Starting materials: C(C)(C)(C)[Si](OC1(CCC1)C=1SC(=CN1)C=1C=C(C=C(C1)[N+](=O)[O-])NC1=NC=CC(=N1)C(F)(F)F)(C)C (N-{3-[2-(1-{[tert-butyl-(dimethyl)silyl]oxy}cyclobutyl)-1,3-thiazol-5-yl]-5-nitrophenyl}-4-(trifluoromethyl)pyrimidin-2-amine). The reagents and catalysts are [Pd] (Pd/C). The solvent is C(C)(=O)OCC (ethyl acetate). Run at time 2 hour. Product: [Si](C)(C)(C(C)(C)C)OC1(CCC1)C=1SC(=CN1)C=1C=C(C=C(C1)NC1=NC=CC(=N1)C(F)(F)F)N (5-[2-(1-{[tert-butyl(dimethyl)silyl]oxy}cyclobutyl)-1,3-thiazol-5-yl]-N-[4-(trifluoromethyl)pyrimidin-2-yl]benzene-1,3-diamine). Isolated yield 91.9%. As a reaction SMILES: [C:1]([Si:5]([CH3:37])([CH3:36])[O:6][C:7]1([C:11]2[S:12][C:13]([C:16]3[CH:17]=[C:18]([NH:25][C:26]4[N:31]=[C:30]([C:32]([F:35])([F:34])[F:33])[CH:29]=[CH:28][N:27]=4)[CH:19]=[C:20]([N+:22]([O-])=O)[CH:21]=3)=[CH:14][N:15]=2)[CH2:10][CH2:9][CH2:8]1)([CH3:4])([CH3:3])[CH3:2]>C(OCC)(=O)C.[Pd]>[Si:5]([O:6][C:7]1([C:11]2[S:12][C:13]([C:16]3[CH:21]=[C:20]([NH2:22])[CH:19]=[C:18]([NH:25][C:26]4[N:31]=[C:30]([C:32]([F:33])([F:34])[F:35])[CH:29]=[CH:28][N:27]=4)[CH:17]=3)=[CH:14][N:15]=2)[CH2:10][CH2:9][CH2:8]1)([C:1]([CH3:2])([CH3:3])[CH3:4])([CH3:36])[CH3:37]. Procedure: To a solution of the product of Step 1 (252 mg, 0.457 mmol) in ethyl acetate (5 mL) was added 10% Pd/C (97 mg, 0.091 mmol), then the vessel headspace was purged with H2(g) and the mixture was stirred under an atmosphere of H2 (g) (1 atm) for 2 hours. Due to incomplete reaction (as evidenced by LCMS analysis), the headspace was purged with N2, additional catalyst (˜100 mg) was added and the vessel was again purged with H2 and stirred under H2 balloon overnight. The catalyst was deactivated by add... The reactants are C(C)(C)(C)OC(=O)NC(C(=O)O)(C)C (2-tert-butoxycarbonylamino-2-methyl-propionic acid), Cl.CNOC (N,O-dimethylhydroxylamine hydrochloride), CN1CCOCC1 (N-methylmorpholine), C=1C=CC2=C(C1)N=NN2O (HOBT), CCN=C=NCCCN(C)C.Cl (EDCl). Solvent: C(Cl)Cl (methylene chloride). Reaction conditions: time 18 hour. Yields the product C(C)(C)(C)OC(NC(C)(C)C(NCOC)=O)=O ([1-(Methoxymethyl-carbamoyl)-1-methyl-ethyl]-carbamic Acid Tert-butyl Ester). Reaction SMILES: [C:1]([O:5][C:6]([NH:8][C:9]([CH3:14])([CH3:13])[C:10]([OH:12])=O)=[O:7])([CH3:4])([CH3:3])[CH3:2].Cl.CN[O:18][CH3:19].[CH3:20][N:21]1CCOCC1.C1C=CC2N(O)N=NC=2C=1.CCN=C=NCCCN(C)C.Cl>C(Cl)Cl>[C:1]([O:5][C:6](=[O:7])[NH:8][C:9]([C:10](=[O:12])[NH:21][CH2:20][O:18][CH3:19])([CH3:14])[CH3:13])([CH3:2])([CH3:3])[CH3:4] |f:1.2,5.6|. Procedure details: To a solution of 2-tert-butoxycarbonylamino-2-methyl-propionic acid (8.0 g, 39 mmol) and N,O-dimethylhydroxylamine hydrochloride (4.6 g, 47 mmol) in methylene chloride (80 mL) is added N-methylmorpholine (5.2 mL, 47 mmol), HOBT (6.4 g, 47 mmol) and EDCl (9.1 g, 47 mmol). The mixture is stirred at RT for 18 h then is washed sequentially with 10% citric acid (2×), sat. NaHCO3 (2×) and brine. The organic solution is dried over magnesium sulfate and the solvent removed under reduced pressure. The re...